Dataset: the Open Reaction Database (ORD), a public repository of structured organic reaction records. Task: describe an organic reaction: reactants, conditions, products, and yield Starting materials: NC=1C=CC(=NC1)OCCO (2-(5-aminopyridin-2-yloxy)ethanol), [N+](=O)([O-])C=1C=CC(=NC1)OCCO (2-(5-nitropyridin-2-yloxy)ethanol), [H][H] (hydrogen), NC1=CC=CC=C1 (aniline), NC(=O)N (urea), C12CN(CC(CC1)O2)C2=C1C(=NC(=N2)C2=CC=C(C=C2)NC(=O)NCC)N(N=C1)C1CCN(CC1)C(=O)OCC (ethyl 4-(4-(8-oxa-3-azabicyclo[3.2.1]octan-3-yl)-6-(4-(3-ethylureido)phenyl)-1H-pyrazolo[3,4-d]pyrimidin-1-yl)piperidine-1-carboxylate). Reagents/catalysts: [Pd] (palladium on carbon). Run in C(C)(=O)OCC (ethyl acetate), CO (methanol). Product: C12CN(CC(CC1)O2)C2=C1C(=NC(=N2)C2=CC=C(C=C2)NC(=O)NC=2C=NC(=CC2)OCCO)N(N=C1)CC (1-(4-(4-(8-oxa-3-azabicyclo[3.2.1]octan-3-yl)-1-ethyl-1H-pyrazolo[3,4-d]pyrimidin-6-yl)phenyl)-3-(6-(2-hydroxyethoxy)pyridin-3-yl)urea). As a reaction SMILES: NC(N)=O.[CH:5]12[O:12][CH:9]([CH2:10][CH2:11]1)[CH2:8][N:7]([C:13]1[N:18]=[C:17]([C:19]3[CH:24]=[CH:23][C:22]([NH:25][C:26](NCC)=[O:27])=[CH:21][CH:20]=3)[N:16]=[C:15]3[N:31]([CH:34]4CCN(C(OCC)=O)C[CH2:35]4)[N:32]=[CH:33][C:14]=13)[CH2:6]2.[NH2:45][C:46]1[CH:47]=[CH:48][C:49]([O:52][CH2:53][CH2:54][OH:55])=[N:50][CH:51]=1.[N+](C1C=CC(OCCO)=NC=1)([O-])=O.[H][H].NC1C=CC=CC=1>C(OCC)(=O)C.CO.[Pd]>[CH:5]12[O:12][CH:9]([CH2:10][CH2:11]1)[CH2:8][N:7]([C:13]1[N:18]=[C:17]([C:19]3[CH:20]=[CH:21][C:22]([NH:25][C:26]([NH:45][C:46]4[CH:51]=[N:50][C:49]([O:52][CH2:53][CH2:54][OH:55])=[CH:48][CH:47]=4)=[O:27])=[CH:23][CH:24]=3)[N:16]=[C:15]3[N:31]([CH2:34][CH3:35])[N:32]=[CH:33][C:14]=13)[CH2:6]2. Procedure details: A urea formation procedure similar to that used for the synthesis of ethyl 4-(4-(8-oxa-3-azabicyclo[3.2.1]octan-3-yl)-6-(4-(3-ethylureido)phenyl)-1H-pyrazolo[3,4-d]pyrimidin-1-yl)piperidine-1-carboxylate is used, utilizing 2-(5-aminopyridin-2-yloxy)ethanol (prepared by the reduction of 2-(5-nitropyridin-2-yloxy)ethanol in ethyl acetate and methanol with palladium on carbon and hydrogen gas) as the aniline component. (5%, MS=531.2 (M+H)) Starting materials: N1=CC=CC=C1 (pyridine), C(C)(=O)N1N=C(C(NC1=O)=O)Br (2-acetyl-6-bromo-1,2,4-triazine-3,5(2H,4H)-dione), C(C1=CC=CC=C1)(=O)Cl (benzoyl chloride). Solvent: CCOC(=O)C (AcOEt), O1CCOCC1 (1,4-Dioxane). Run at temperature 5 celsius, time 8 hour. The product is BrC=1C(N(C(NN1)=O)C(=O)C1=CC=CC=C1)=O (6-bromo-4-(phenylcarbonyl)-1,2,4-triazine-3,5(2H,4H)-dione). Yield: 46.7%. RXN SMILES: C([N:4]1[C:9](=[O:10])[NH:8][C:7](=[O:11])[C:6]([Br:12])=[N:5]1)(=O)C.N1C=CC=CC=1.[C:19](Cl)(=[O:26])[C:20]1[CH:25]=[CH:24][CH:23]=[CH:22][CH:21]=1>O1CCOCC1.CCOC(C)=O>[Br:12][C:6]1[C:7](=[O:11])[N:8]([C:19]([C:20]2[CH:25]=[CH:24][CH:23]=[CH:22][CH:21]=2)=[O:26])[C:9](=[O:10])[NH:4][N:5]=1. Reported procedure: 2-acetyl-6-bromo-1,2,4-triazine-3,5(2H,4H)-dione (P6, 2.47 g, 10.56 mmol) was dissolved in 1,4-Dioxane (18 ml) and pyridine (2.56 ml, 31.7 mmol). The solution was cooled to 5° C. then benzoyl chloride (1.470 ml, 12.67 mmol) was added dropwise and the mixture was stirred at room temperature overnight. The day after the reaction mixture was diluted with AcOEt and washed with 0.5N HCl aq solution. Organic phase was separated, dried over Na2SO4, filtered and concentrated under reduced pressure. Crud... Reactants: OC=1C(=C(OC2=CC(=C(C=C2)[N+](=O)[O-])OCC2=CC=CC=C2)C(=C(C1[N+](=O)[O-])F)F)F (1-(3-hydroxy-4-nitro-2,5,6-trifluorophenoxy)-3-benzyloxy-4-nitrobenzene), Example 13, [H][H] (hydrogen). The reagents and catalysts are [Pd] (Pd/C). Run in mixture, O1CCCC1 (tetrahydrofuran), C(C)(=O)OCC (ethyl acetate). Conditions: time 3 day. The product is OC=1C(=C(OC=2C=C(C(=CC2)N)O)C(=C(C1N)F)F)F (3-(3-hydroxy-4-amino-2,5,6-trifluorophenoxy)-6-aminophenol). RXN SMILES: [OH:1][C:2]1[C:3]([F:31])=[C:4]([C:23]([F:30])=[C:24]([F:29])[C:25]=1[N+:26]([O-])=O)[O:5][C:6]1[CH:11]=[CH:10][C:9]([N+:12]([O-])=O)=[C:8]([O:15]CC2C=CC=CC=2)[CH:7]=1.[H][H]>O1CCCC1.C(OCC)(=O)C.[Pd]>[OH:1][C:2]1[C:3]([F:31])=[C:4]([C:23]([F:30])=[C:24]([F:29])[C:25]=1[NH2:26])[O:5][C:6]1[CH:7]=[C:8]([OH:15])[C:9]([NH2:12])=[CH:10][CH:11]=1. Procedure: 43.6 g of 1-(3-hydroxy-4-nitro-2,5,6-trifluorophenoxy)-3-benzyloxy-4-nitrobenzene prepared as described in Example 13 (0.1 mol) are dissolved in 400 ml of a mixture of tetrahydrofuran and ethyl acetate (volume ratio 1:1), and 4.4 g of Pd/C (palladium/carbon) are added to the solution. The mixture is then hydrogenated at room temperature in an autoclave with vigorous stirring using hydrogen at a pressure of 1 bar; after 3 days, the reaction is terminated. The yellow solution is evaporated to half... Reactants: O=C1CCC(=O)N1Cl, COc1ccc(-c2cc(F)c3cc(O)ccc3c2)cc1F. Product: COc1ccc(-c2cc(F)c3c(Cl)c(O)ccc3c2)cc1F. As a reaction SMILES: [Cl:22][N:23]1[C:24](=[O:25])[CH2:26][CH2:27][C:28]1=[O:29].[F:1][c:2]1[cH:3][c:4](-[c:13]2[cH:14][c:15]([F:21])[c:16]([O:19][CH3:20])[cH:17][cH:18]2)[cH:5][c:6]2[cH:7][cH:8][c:9]([OH:12])[cH:10][c:11]12>>[F:1][c:2]1[cH:3][c:4](-[c:13]2[cH:14][c:15]([F:21])[c:16]([O:19][CH3:20])[cH:17][cH:18]2)[cH:5][c:6]2[cH:7][cH:8][c:9]([OH:12])[c:10]([Cl:22])[c:11]12. The reactants are ClC(=O)OCC1=CC=CC=C1 (benzyl chloroformate), ice, NC=1C=C2CC(NC2=CC1)C(=O)OC (methyl 5-aminoindolin-2-carboxylate), CC(=O)C (acetone), C(=O)(O)[O-].[Na+] (NaHCO3). Run in O (water). Product: C(C1=CC=CC=C1)OC(=O)NC=1C=C2CC(N(C2=CC1)C(=O)OCC1=CC=CC=C1)C(=O)OC (methyl 5-benzyloxycarbonylamino-1-benzyloxycarbonylindolin-2-carboxylate). RXN SMILES: [NH2:1][C:2]1[CH:3]=[C:4]2[C:8](=[CH:9][CH:10]=1)[NH:7][CH:6]([C:11]([O:13][CH3:14])=[O:12])[CH2:5]2.[CH3:15][C:16]([CH3:18])=O.[C:19]([O-:22])([OH:21])=O.[Na+].Cl[C:25]([O:27][CH2:28][C:29]1[CH:34]=[CH:33][CH:32]=[CH:31][CH:30]=1)=[O:26]>O>[CH2:15]([O:21][C:19]([NH:1][C:2]1[CH:3]=[C:4]2[C:8](=[CH:9][CH:10]=1)[N:7]([C:25]([O:27][CH2:28][C:29]1[CH:34]=[CH:33][CH:32]=[CH:31][CH:30]=1)=[O:26])[CH:6]([C:11]([O:13][CH3:14])=[O:12])[CH2:5]2)=[O:22])[C:16]1[CH:18]=[CH:9][CH:10]=[CH:2][CH:3]=1 |f:2.3|. Procedure details: A stirred mixture of the product from Step 2 (7.39 g, 0.0044 mol), acetone (130 ml), water (130 ml) and NaHCO3 (12 g, 0.143 mol) is cooled, under nitrogen in an ice bath and treated, dropwise stirring 10 min, with benzyl chloroformate (14.42 ml). It is kept in the ice bath for 20 min and at ambient temperature for 3.5 h and concentrated to remove acetone. The resulting solid is collected by filtration, washed with water, dried and recrystallized from EtOAc (Darco) to give 8.23 g of the titled pr... Reactants: O=C[C@H](O)[C@@H](O)[C@H](O)[C@H](O)CO (D-glucose), N[C@@H](CCCCN)C(=O)O (L-(+)-lysine). Reagents/catalysts: [Pd] (palladium), [Ni] (Raney nickel). The product is OC(CN[C@@H](CCCCNCC(C(C(C(CO)O)O)O)O)C(=O)O)C(C(C(CO)O)O)O (N,N'-di-(2,3,4,5,6-pentahydroxy-hexyl)-L-(+)-lysine). As a reaction SMILES: O=[CH:2][C@@H:3]([C@H:5]([C@@H:7]([C@@H:9]([CH2:11][OH:12])[OH:10])[OH:8])[OH:6])[OH:4].[NH2:13][C@H:14]([C:20]([OH:22])=[O:21])[CH2:15][CH2:16][CH2:17][CH2:18][NH2:19]>[Ni].[Pd]>[OH:4][CH:3]([CH:5]([OH:6])[CH:7]([OH:8])[CH:9]([OH:10])[CH2:11][OH:12])[CH2:2][NH:13][C@H:14]([C:20]([OH:22])=[O:21])[CH2:15][CH2:16][CH2:17][CH2:18][NH:19][CH2:2][CH:3]([OH:4])[CH:5]([OH:6])[CH:7]([OH:8])[CH:9]([OH:10])[CH2:11][OH:12]. Procedure details: The starting materials were D-glucose and L-(+)-lysine in a molar ratio 2:1. The reductive amination took place using Raney nickel or palladium/activated carbon (10%) as a catalyst and heating for 2 hours to 50° C. and 4 hours to 70° C., a yellowish resin-like product being obtained.